From a dataset of the Open Reaction Database (ORD), a public repository of structured organic reaction records. describe an organic reaction: reactants, conditions, products, and yield The reactants are ClC=1C=C2C=3N(C(C(NC3C1)=O)=O)[C@@H](CC2)CC(NC2=C(C=C(C=C2)CNC(=O)OC(C)(C)C)OCC(=O)OCC)=O ((S)-9-chloro-5-[p-tert-butoxycarbonylaminomethyl-o-(ethoxycarbonylmethoxy) phenylcarbamoylmethyl]-6,7-dihydro-1H, 5H-pyrido[1,2,3-de]quinoxaline-2,3-dione), Cl (hydrogen chloride). Run in C(C)(=O)OCC (ethyl acetate), O1CCOCC1 (1,4-dioxane). Run at time 3 hour. The product is Cl.ClC=1C=C2C=3N(C(C(NC3C1)=O)=O)[C@@H](CC2)CC(NC2=C(C=C(C=C2)CN)OCC(=O)OCC)=O ((S)-9-Chloro-5-[p-aminomethyl-o-(ethoxycarbonylmethoxy)phenylcarbamoylmethyl]-6,7-dihydro-1H, 5H-pyrido[1,2,3-de]quinoxaline-2,3-dione hydrochloride). Yield: 201.3%. As a reaction SMILES: [Cl:1][C:2]1[CH:3]=[C:4]2[CH2:16][CH2:15][C@@H:14]([CH2:17][C:18](=[O:42])[NH:19][C:20]3[CH:25]=[CH:24][C:23]([CH2:26][NH:27]C(OC(C)(C)C)=O)=[CH:22][C:21]=3[O:35][CH2:36][C:37]([O:39][CH2:40][CH3:41])=[O:38])[N:6]3[C:7](=[O:13])[C:8](=[O:12])[NH:9][C:10]([CH:11]=1)=[C:5]23.Cl>C(OCC)(=O)C.O1CCOCC1>[ClH:1].[Cl:1][C:2]1[CH:3]=[C:4]2[CH2:16][CH2:15][C@@H:14]([CH2:17][C:18](=[O:42])[NH:19][C:20]3[CH:25]=[CH:24][C:23]([CH2:26][NH2:27])=[CH:22][C:21]=3[O:35][CH2:36][C:37]([O:39][CH2:40][CH3:41])=[O:38])[N:6]3[C:7](=[O:13])[C:8](=[O:12])[NH:9][C:10]([CH:11]=1)=[C:5]23 |f:4.5|. Procedure details: A suspension of (S)-9-chloro-5-[p-tert-butoxycarbonylaminomethyl-o-(ethoxycarbonylmethoxy) phenylcarbamoylmethyl]-6,7-dihydro-1H, 5H-pyrido[1,2,3-de]quinoxaline-2,3-dione (150 mg) in ethyl acetate (4 mL) was added 4N hydrogen chloride in 1,4-dioxane (2 mL). The mixture was stirred for 3 h at room temperature, and concentrated in vacuo to give 135 mg of the title compound. Starting materials: CCc1cc2ccccn2n1, CCOC(C)=O, O=C1CCC(=O)N1Cl, [I-], [Na+], O. Product: CCc1nn2ccccc2c1I. Reaction SMILES: [CH2:9]([CH3:10])[c:11]1[n:12][n:13]2[c:14]([cH:15][cH:16][cH:17][cH:18]2)[cH:19]1.[CH3:22][CH2:23][O:24][C:25](=[O:26])[CH3:27].[Cl:1][N:2]1[C:3](=[O:4])[CH2:5][CH2:6][C:7]1=[O:8].[I-:21].[Na+:20].[OH2:28]>>[CH2:9]([CH3:10])[c:11]1[n:12][n:13]2[c:14]([cH:15][cH:16][cH:17][cH:18]2)[c:19]1[I:21]. RXN SMILES: [CH2:16]1[O:17][CH2:18][CH2:19][O:20][CH2:21][CH2:22][O:23][CH2:24][CH2:25][O:26][CH2:27][CH2:28][O:29][CH2:30]1.[F:31][C:32]([F:33])([F:34])[S:35]([O:36][Si:37]([CH:38]([CH3:39])[CH3:40])([CH:41]([CH3:42])[CH3:43])[CH:44]([CH3:45])[CH3:46])(=[O:47])=[O:48].[F:3][c:4]1[n:5][cH:6][cH:7][cH:8][c:9]1-[c:10]1[nH:11][cH:12][cH:13][c:14]1[F:15].[H-:1].[Na+:2].[O:49]1[CH2:50][CH2:51][CH2:52][CH2:53]1>>[F:3][c:4]1[n:5][cH:6][cH:7][cH:8][c:9]1-[c:10]1[n:11]([Si:37]([CH:38]([CH3:39])[CH3:40])([CH:41]([CH3:42])[CH3:43])[CH:44]([CH3:45])[CH3:46])[cH:12][cH:13][c:14]1[F:15]. Product: CC(C)[Si](C(C)C)(C(C)C)n1ccc(F)c1-c1cccnc1F. Starting materials: C1COCCOCCOCCOCCO1, CC(C)[Si](OS(=O)(=O)C(F)(F)F)(C(C)C)C(C)C, Fc1cc[nH]c1-c1cccnc1F, [H-], [Na+], C1CCOC1. Reactants: C(C)(C)(C)OC(N[C@H](C(=O)N1C(C(CC1)=NOCC1=CC=CC=C1)C)C1CCCCC1)=O ({(S)-2-[benzyloxylimino-methyl-pyrrolidine-1-yl]-1-cyclohexyl-2-oxo-ethyl}-carbamic acid tert-butyl ester), C(=O)(C(F)(F)F)O (TFA). Run in ClCCl (dichloromethane). Yields the product C(C1=CC=CC=C1)ON=CC1N(CCC1)C([C@H](C1CCCCC1)N)=O (1-((S)-2-Amino-2-cyclohexyl-acetyl)-pyrrolidine-2-Carbaldehyde-O-benzyl-oxime). Reaction SMILES: C(OC(=O)[NH:7][C@@H:8]([CH:26]1[CH2:31][CH2:30][CH2:29][CH2:28][CH2:27]1)[C:9]([N:11]1[CH2:15][CH2:14][C:13](=[N:16][O:17][CH2:18][C:19]2[CH:24]=[CH:23][CH:22]=[CH:21][CH:20]=2)[CH:12]1[CH3:25])=[O:10])(C)(C)C.C(O)(C(F)(F)F)=O>ClCCl>[CH2:18]([O:17][N:16]=[CH:13][CH:12]1[CH2:25][CH2:14][CH2:15][N:11]1[C:9](=[O:10])[C@@H:8]([NH2:7])[CH:26]1[CH2:27][CH2:28][CH2:29][CH2:30][CH2:31]1)[C:19]1[CH:20]=[CH:21][CH:22]=[CH:23][CH:24]=1. Reported procedure: The solution of {(S)-2-[benzyloxylimino-methyl-pyrrolidine-1-yl]-1-cyclohexyl-2-oxo-ethyl}-carbamic acid tert-butyl ester (1.76 g, 3.97 mmole) and TFA (10 ml) in dichloromethane (20 ml) is stirred for a hour. Solvent is removed under vacuum. The residue is carried to next step without further purification. M+H+=344.2 The reactants are CC(C)C(=O)Cl, Cc1nc2ccccc2n1C1CC2CCC(C1)N2CCC1(c2ccccc2)CCN(C(=O)c2ccc(Cl)c(S(N)(=O)=O)c2)CC1. Product: Cc1nc2ccccc2n1C1CC2CCC(C1)N2CCC1(c2ccccc2)CCN(C(=O)c2ccc(Cl)c(S(=O)(=O)NC(=O)C(C)C)c2)CC1. Reaction SMILES: [C:46]([CH:47]([CH3:48])[CH3:49])(=[O:50])[Cl:51].[Cl:1][c:2]1[c:3]([S:42](=[O:43])(=[O:44])[NH2:45])[cH:4][c:5]([C:8](=[O:9])[N:10]2[CH2:11][CH2:12][C:13]([c:16]3[cH:17][cH:18][cH:19][cH:20][cH:21]3)([CH2:22][CH2:23][N:24]3[CH:25]4[CH2:26][CH:27]([n:32]5[c:33]([CH3:41])[n:34][c:35]6[c:36]5[cH:37][cH:38][cH:39][cH:40]6)[CH2:28][CH:29]3[CH2:30][CH2:31]4)[CH2:14][CH2:15]2)[cH:6][cH:7]1>>[Cl:1][c:2]1[c:3]([S:42](=[O:43])(=[O:44])[NH:45][C:46]([CH:47]([CH3:48])[CH3:49])=[O:50])[cH:4][c:5]([C:8](=[O:9])[N:10]2[CH2:11][CH2:12][C:13]([c:16]3[cH:17][cH:18][cH:19][cH:20][cH:21]3)([CH2:22][CH2:23][N:24]3[CH:25]4[CH2:26][CH:27]([n:32]5[c:33]([CH3:41])[n:34][c:35]6[c:36]5[cH:37][cH:38][cH:39][cH:40]6)[CH2:28][CH:29]3[CH2:30][CH2:31]4)[CH2:14][CH2:15]2)[cH:6][cH:7]1. The reactants are CN(C(=O)C1=C(C=CC(=C1)C=C)NC(=O)C=1C(=CC=CC1)C1=CC=C(C=C1)C(F)(F)F)C (4′-trifluoromethylbiphenyl-2-carboxylic acid (2-dimethylcarbamoyl-4-vinylphenyl)amide), O (water), I(=O)(=O)(=O)[O-].[Na+] (sodium metaperiodate). Reagents/catalysts: [Os](=O)(=O)(=O)=O (osmium tetroxide). The solvent is CC(=O)C (acetone). Run at time 4 hour. The product is CN(C(=O)C1=C(C=CC(=C1)C=O)NC(=O)C=1C(=CC=CC1)C1=CC=C(C=C1)C(F)(F)F)C (4′-Trifluoromethylbiphenyl-2-carboxylic acid (2-dimethylcarbamoyl-4-formylphenyl)amide). Isolated yield 73.3%. RXN SMILES: [CH3:1][N:2]([CH3:32])[C:3]([C:5]1[CH:10]=[C:9]([CH:11]=C)[CH:8]=[CH:7][C:6]=1[NH:13][C:14]([C:16]1[C:17]([C:22]2[CH:27]=[CH:26][C:25]([C:28]([F:31])([F:30])[F:29])=[CH:24][CH:23]=2)=[CH:18][CH:19]=[CH:20][CH:21]=1)=[O:15])=[O:4].O.I([O-])(=O)(=O)=[O:35].[Na+]>CC(C)=O.[Os](=O)(=O)(=O)=O>[CH3:32][N:2]([CH3:1])[C:3]([C:5]1[CH:10]=[C:9]([CH:11]=[O:35])[CH:8]=[CH:7][C:6]=1[NH:13][C:14]([C:16]1[C:17]([C:22]2[CH:27]=[CH:26][C:25]([C:28]([F:31])([F:29])[F:30])=[CH:24][CH:23]=2)=[CH:18][CH:19]=[CH:20][CH:21]=1)=[O:15])=[O:4] |f:2.3|. Procedure: To a mixed solution of 4′-trifluoromethylbiphenyl-2-carboxylic acid (2-dimethylcarbamoyl-4-vinylphenyl)amide (774 mg) in acetone (10 mL)-water (10 mL) were added osmium tetroxide (10% (w/w) microcapsule; 449 mg) and sodium metaperiodate (944 mg). The mixture was stirred at room temperature for 4 hours and filtered through a Celite pad. The filtrate was concentrated in vacuo. The residue was diluted with ethyl acetate, washed successively with water and saturated brine, dried over anhydrous sodiu...